Dataset: the Open Reaction Database (ORD), a public repository of structured organic reaction records. Task: describe an organic reaction: reactants, conditions, products, and yield The reactants are C(C1=CC=C(OC)C=C1)(C1=CC=C(OC)C=C1)(C1=CC=CC=C1)Cl (DMTr-Cl), C(C)(C)N(CC)C(C)C (diisopropylethylamine), C(CCCCCO)O (1,6-hexanediol). Run in N1=CC=CC=C1 (pyridine). Run at time 4 hour. Product: COC1=CC=C(C(C2=CC=C(C=C2)OC)(C2=CC=CC=C2)OCCCCCCO)C=C1 (O-(4,4' -dimethoxytrityl)-1,6-hexanediol). Isolated yield 33.3%. RXN SMILES: [C:1](Cl)([C:18]1[CH:23]=[CH:22][CH:21]=[CH:20][CH:19]=1)([C:10]1[CH:17]=[CH:16][C:13]([O:14][CH3:15])=[CH:12][CH:11]=1)[C:2]1[CH:9]=[CH:8][C:5]([O:6][CH3:7])=[CH:4][CH:3]=1.C(N(C(C)C)CC)(C)C.[CH2:34]([OH:41])[CH2:35][CH2:36][CH2:37][CH2:38][CH2:39][OH:40]>N1C=CC=CC=1>[CH3:7][O:6][C:5]1[CH:8]=[CH:9][C:2]([C:1]([O:40][CH2:39][CH2:38][CH2:37][CH2:36][CH2:35][CH2:34][OH:41])([C:18]2[CH:23]=[CH:22][CH:21]=[CH:20][CH:19]=2)[C:10]2[CH:17]=[CH:16][C:13]([O:14][CH3:15])=[CH:12][CH:11]=2)=[CH:3][CH:4]=1. Procedure details: To a solution of 3.38 g (10 mmol) of DMTr-Cl and 3.45 mL (20 mmol) of diisopropylethylamine in 50 mL of dry pyridine was added 5.91 g (50 mmol) of 1,6-hexanediol. After stirring for 4 h, the mixture was quenched with 85 mL of 5% sodium bicarbonate and extracted with 2×100 mL of methylene chloride. The organic phase was washed with 2×100 mL of water and 100 mL of brine, dried over sodium sulfate, filtered, and concentrated. The residue was purified by flash chromatography (3.5×17 cm silica) using... The reactants are O (water), OC1=CC=C(C#N)C=C1 (4-hydroxybenzonitrile), C([O-])([O-])=O.[Cs+].[Cs+] (caesium carbonate), BrCC1CCOCC1 (4-(bromomethyl)tetrahydro-2H-pyran). Solvent: CN(C)C=O (DMF). Conditions: temperature 80 celsius. The product is O1CCC(CC1)OCC1=CC=C(C#N)C=C1 (4-[(Tetrahydro-2H-pyran-4-yloxy)methyl]benzonitrile). The yield is 64.6%. Reaction SMILES: O[C:2]1[CH:9]=[CH:8][C:5]([C:6]#[N:7])=[CH:4][CH:3]=1.[C:10](=[O:13])([O-])[O-].[Cs+].[Cs+].BrC[CH:18]1[CH2:23][CH2:22][O:21][CH2:20][CH2:19]1.O>CN(C=O)C>[O:21]1[CH2:22][CH2:23][CH:18]([O:13][CH2:10][C:2]2[CH:9]=[CH:8][C:5]([C:6]#[N:7])=[CH:4][CH:3]=2)[CH2:19][CH2:20]1 |f:1.2.3|. Procedure details: To a mixture of 4-hydroxybenzonitrile (665 mg, 5.59 mmol) and caesium carbonate (2.00 g, 6.14 mmol) in DMF (5 mL) was added 4-(bromomethyl)tetrahydro-2H-pyran (1.00 g, 5.59 mmol), and the reaction mixture was stirred at 80° C. over night. After cooling to rt, the reaction mixture was poured into water. After stirring for a few minutes, the precipitate was collected by filtration, washed with water and dried in vacuo to give the title compound (785 mg, 65%): 1H NMR (400 MHz, CDCl3) δ 7.58 (d, 2H)... Reactants: C[C@H]1CN(CCN1)CC(=O)NC1=C2C=CC=NC2=CC=C1 ((S)-2-(3-Methylpiperazin-1-yl)-N-(quinolin-5-yl)acetamide), C(#N)C1=CC=C(C=C1)S(=O)(=O)Cl (4-cyanobenzenesulphonyl chloride). The product is C(#N)C1=CC=C(C=C1)S(=O)(=O)N1[C@H](CN(CC1)CC(=O)NC1=C2C=CC=NC2=CC=C1)C ((S)-2-[4-(4-Cyanobenzenesulphonyl)-3-methylpiperazin-1-yl]-N-(quinolin-5-yl)acetamide). RXN SMILES: [CH3:1][C@@H:2]1[NH:7][CH2:6][CH2:5][N:4]([CH2:8][C:9]([NH:11][C:12]2[CH:21]=[CH:20][CH:19]=[C:18]3[C:13]=2[CH:14]=[CH:15][CH:16]=[N:17]3)=[O:10])[CH2:3]1.[C:22]([C:24]1[CH:29]=[CH:28][C:27]([S:30](Cl)(=[O:32])=[O:31])=[CH:26][CH:25]=1)#[N:23]>>[C:22]([C:24]1[CH:25]=[CH:26][C:27]([S:30]([N:7]2[CH2:6][CH2:5][N:4]([CH2:8][C:9]([NH:11][C:12]3[CH:21]=[CH:20][CH:19]=[C:18]4[C:13]=3[CH:14]=[CH:15][CH:16]=[N:17]4)=[O:10])[CH2:3][C@@H:2]2[CH3:1])(=[O:32])=[O:31])=[CH:28][CH:29]=1)#[N:23]. Reported procedure: The title compound was prepared from the product of step (i) (1.4 g) and 4-cyanobenzenesulphonyl chloride (1 g) by the method of Example 58 step (ii) as a white solid. Yield: 0.53 g Reactants: solution, C(C)[Mg]Br (ethylmagnesium bromide), C1=C(C=CC=C1O)C (m-cresol), C=O (paraformaldehyde), CN(P(=O)(N(C)C)N(C)C)C (hexamethylphosphoramide). Solvent: C(C)OCC (diethyl ether), O1CCCC1 (tetrahydrofuran), C1(=CC=CC=C1)C (toluene). Run at time 30 minute. Yields the product CC=1C=C(C(C=O)=CC1)O (4-methylsalicylaldehyde). The yield is 46.3%. As a reaction SMILES: C([Mg]Br)C.[CH:5]1[C:10]([OH:11])=[CH:9][CH:8]=[CH:7][C:6]=1[CH3:12].[CH2:13]=[O:14].CN(C)P(N(C)C)(N(C)C)=O>O1CCCC1.C1(C)C=CC=CC=1.C(OCC)C>[CH3:12][C:6]1[CH:5]=[C:10]([OH:11])[C:9](=[CH:8][CH:7]=1)[CH:13]=[O:14]. Procedure details: A 1M solution of ethylmagnesium bromide in tetrahydrofuran (100 ml) was cooled to 15° C., and a solution of 10.81 g (0.100 mole) of m-cresol was added during a 45 minute period while the temperature was held at 15° C. Upon completion of the addition, the mixture was stirred at room temperature for 30 minutes, and then a mixture of 7.5 g (0.25 mole) of paraformaldehyde and 17.92 g (0.100 mole) of hexamethylphosphoramide in 200 mL of toluene was added in one portion. The resulting solution was hea... The reactants are C(C)C(CO)C(CCC)O (2-Ethyl-1,3-hexanediol), Cl[Si](OCC)(OCC)OCC (chlorotriethoxysilane), C1(CCCCC1)NC1CCCCC1 (dicyclohexylamine). Solvent: C(C)O (ethanol). The product is C(C)C(CO[Si](OCC)(OCC)OCC)C(CCC)O (2-ethyl-1-triethoxysiloxy-3-hexanol). The yield is 50.0%. Reaction SMILES: [CH2:1]([CH:3]([CH:6]([OH:10])[CH2:7][CH2:8][CH3:9])[CH2:4][OH:5])[CH3:2].Cl[Si:12]([O:19][CH2:20][CH3:21])([O:16][CH2:17][CH3:18])[O:13][CH2:14][CH3:15].C1(NC2CCCCC2)CCCCC1>C(O)C>[CH2:1]([CH:3]([CH:6]([OH:10])[CH2:7][CH2:8][CH3:9])[CH2:4][O:5][Si:12]([O:19][CH2:20][CH3:21])([O:16][CH2:17][CH3:18])[O:13][CH2:14][CH3:15])[CH3:2]. Reported procedure: 2-Ethyl-1,3-hexanediol was mixed with chlorotriethoxysilane and dicyclohexylamine in a 1:1:1 ratio at 0° C. in absolute ethanol. The resulting product, 2-ethyl-1-triethoxysiloxy-3-hexanol, was obtained in 50% yield and was dissolved to a 10% by weight solution in a 50/50 by volume mixture of ethanol/cyclomethicone. Reactants: [Si](C)(C)(C(C)(C)C)O[C@@H]1C[C@H](N(C1)C(=O)OCC1=CC=C(C=C1)[N+](=O)[O-])C(N)=S ((2S, 4R)-4-t-butyldimethylsilyloxy-1-(4-nitrobenzyloxycarbonyl)-2-thiocarbamoylpyrrolidine), C(CN)N (ethylenediamine). Run in O1CCCC1 (tetrahydrofuran). Conditions: time 24 hour. Yields the product [Si](C)(C)(C(C)(C)C)O[C@@H]1C[C@H](N(C1)C(=O)OCC1=CC=C(C=C1)[N+](=O)[O-])C=1NCCN1 ((2S,4R) -4-t-butyldimethylsilyloxy -2-(2-imidazolin-2-yl)-1-(4-nitrobenzyloxycarbonyl)pyrrolidine). As a reaction SMILES: [Si:1]([O:8][C@H:9]1[CH2:13][N:12]([C:14]([O:16][CH2:17][C:18]2[CH:23]=[CH:22][C:21]([N+:24]([O-:26])=[O:25])=[CH:20][CH:19]=2)=[O:15])[C@H:11]([C:27](=S)[NH2:28])[CH2:10]1)([C:4]([CH3:7])([CH3:6])[CH3:5])([CH3:3])[CH3:2].[CH2:30](N)[CH2:31][NH2:32]>O1CCCC1>[Si:1]([O:8][C@H:9]1[CH2:13][N:12]([C:14]([O:16][CH2:17][C:18]2[CH:23]=[CH:22][C:21]([N+:24]([O-:26])=[O:25])=[CH:20][CH:19]=2)=[O:15])[C@H:11]([C:27]2[NH:28][CH2:30][CH2:31][N:32]=2)[CH2:10]1)([C:4]([CH3:7])([CH3:6])[CH3:5])([CH3:3])[CH3:2]. Procedure details: To a solution of (2S, 4R)-4-t-butyldimethylsilyloxy-1-(4-nitrobenzyloxycarbonyl)-2-thiocarbamoylpyrrolidine (1.5 g) in tetrahydrofuran (20 ml) was added ethylenediamine (1.25 ml) at 0° C. After stirring at room temperature for 24 hours, the mixture was evaporated, extracted with ethyl acetate, and washed with water and brine successively. The dried organic layer was evaporated, and the obtained oil was subjected to a column chromatography on silica gel and eluted with a mixture of dichloromethan...